From a dataset of the Open Reaction Database (ORD), a public repository of structured organic reaction records. describe an organic reaction: reactants, conditions, products, and yield Starting materials: C(C)(=O)SCC(C(=O)N1[C@H](C(=O)O)CC(C1)=O)SC (1-[3-(Acetylthio)-2-methylthio-1-oxopropyl]-4-oxo-L-proline), N (ammonia). The product is SCC(C(=O)N1[C@H](C(=O)O)CC(C1)=O)SC (1-(3-mercapto-2-methylthio-1-oxopropyl)-4-oxo-L-proline). As a reaction SMILES: C([S:4][CH2:5][CH:6]([S:18][CH3:19])[C:7]([N:9]1[CH2:16][C:15](=[O:17])[CH2:14][C@H:10]1[C:11]([OH:13])=[O:12])=[O:8])(=O)C.N>>[SH:4][CH2:5][CH:6]([S:18][CH3:19])[C:7]([N:9]1[CH2:16][C:15](=[O:17])[CH2:14][C@H:10]1[C:11]([OH:13])=[O:12])=[O:8]. Procedure: The product from part (c) is hydrolyzed with concentrated ammonia according to the procedure of Example 2 to yield 1-(3-mercapto-2-methylthio-1-oxopropyl)-4-oxo-L-proline. Yields the product S1C(=NC=C1)C1=C(C=CC=C1)O (2-(Thiazol-2-yl)phenol), thioamide. Conditions: temperature 20 celsius, time 16 hour. Reactants: C(#N)C1=C(C=CC=C1)O (o-Cyanophenol), P(=S)(SCC)(OCC)[O-] (diethyl dithiophosphate), Cl (HCl). As a reaction SMILES: [C:1]([C:3]1[CH:8]=[CH:7][CH:6]=[CH:5][C:4]=1[OH:9])#[N:2].P([O-])(OCC)([S:12][CH2:13][CH3:14])=S.Cl>CCOC(C)=O>[S:12]1[CH:13]=[CH:14][N:2]=[C:1]1[C:3]1[CH:8]=[CH:7][CH:6]=[CH:5][C:4]=1[OH:9]. Solvent: CCOC(=O)C (EtOAc). Reported procedure: The title compound was prepared according to the method in Z. Naturforsh. 376, 877-880 (1982) or Helv. Chim. Acta 36, 886-890 (1953). o-Cyanophenol (55 mmol, 6.55 g) in EtOAc (160 mL) was treated with diethyl dithiophosphate (9.15 mL, 55 mmol) and HCl(g) was bubbled into the stirred solution at a moderate rate for about 45 min. without external cooling. After stirring at about 20° C. under N2 (g) for about 16 h., excess HCl was removed by N2 (g) sparge and saturated aqueous Na2CO3 (100 mL) was a...